From a dataset of the Open Reaction Database (ORD), a public repository of structured organic reaction records. describe an organic reaction: reactants, conditions, products, and yield Starting materials: OCCCCCCC1CC1, Oc1cccc(F)c1F, [H-], [Na+], CN(C)C=O. The product is Fc1cccc(OCCCCCCC2CC2)c1F. As a reaction SMILES: [CH:3]1([CH2:6][CH2:7][CH2:8][CH2:9][CH2:10][CH2:11][OH:12])[CH2:4][CH2:5]1.[F:13][c:14]1[c:15]([F:21])[c:16]([OH:20])[cH:17][cH:18][cH:19]1.[H-:2].[Na+:1].[O:22]=[CH:23][N:24]([CH3:25])[CH3:26]>>[CH:3]1([CH2:6][CH2:7][CH2:8][CH2:9][CH2:10][CH2:11][O:12][c:16]2[c:15]([F:21])[c:14]([F:13])[cH:19][cH:18][cH:17]2)[CH2:4][CH2:5]1. As a reaction SMILES: Cl.[Cl:2][C:3]1[C:12]2[C:7](=[CH:8][C:9]([O:15][CH3:16])=[C:10]([O:13][CH3:14])[CH:11]=2)[N:6]=[CH:5][N:4]=1.[Br:17][C:18]1[C:24]([OH:25])=[CH:23][C:21]([NH2:22])=[C:20]([F:26])[CH:19]=1>CC(O)CC>[OH2:13].[ClH:2].[Br:17][C:18]1[C:24]([OH:25])=[CH:23][C:21]([NH:22][C:3]2[C:12]3[C:7](=[CH:8][C:9]([O:15][CH3:16])=[C:10]([O:13][CH3:14])[CH:11]=3)[N:6]=[CH:5][N:4]=2)=[C:20]([F:26])[CH:19]=1 |f:4.5.6|. Isolated yield 168.4%. Reported procedure: Isopropanolic hydrogen chloride (0.1 ml of a 5M solution) was added to a solution of 4-chloro-6,7-dimethoxyquinazoline (202 mg, 0.9 mmol) and 4-bromo-2-fluoro-5-hydroxyaniline (as described in EP 61741 A2) (206 mg, 1 mmol) in 2-butanol (8 ml). The mixture was heated at reflux for 45 minutes, then allowed to cool. The precipitated product was collected by filtration, washed with 2-butanol, and then with ether, and dried under vacuum to give 4-(4-bromo-2-fluoro-5-hydroxyanilino)-6,7-dimethoxyquina... The solvent is CC(CC)O (2-butanol). The product is O.Cl.BrC1=CC(=C(NC2=NC=NC3=CC(=C(C=C23)OC)OC)C=C1O)F (4-(4-bromo-2-fluoro-5-hydroxyanilino)-6,7-dimethoxyquinazoline hydrochloride hydrate). Reactants: Cl (hydrogen chloride), solution, ClC1=NC=NC2=CC(=C(C=C12)OC)OC (4-chloro-6,7-dimethoxyquinazoline), BrC1=CC(=C(N)C=C1O)F (4-bromo-2-fluoro-5-hydroxyaniline). The reactants are CCOC(=O)C(O)c1ccc(C(F)(F)F)cc1, CS(=O)(=O)Cl, CCN(C(C)C)C(C)C, ClCCl. Product: CCOC(=O)C(OS(C)(=O)=O)c1ccc(C(F)(F)F)cc1. As a reaction SMILES: [CH2:1]([CH3:2])[O:3][C:4]([CH:5]([c:6]1[cH:7][cH:8][c:9]([C:12]([F:13])([F:14])[F:15])[cH:10][cH:11]1)[OH:16])=[O:17].[CH3:27][S:28](=[O:29])(=[O:30])[Cl:31].[CH:18]([N:19]([CH2:20][CH3:21])[CH:22]([CH3:23])[CH3:24])([CH3:25])[CH3:26].[Cl:32][CH2:33][Cl:34]>>[CH2:1]([CH3:2])[O:3][C:4]([CH:5]([c:6]1[cH:7][cH:8][c:9]([C:12]([F:13])([F:14])[F:15])[cH:10][cH:11]1)[O:16][S:28]([CH3:27])(=[O:29])=[O:30])=[O:17]. Reactants: [Cl-].COC[P+](C1=CC=CC=C1)(C1=CC=CC=C1)C1=CC=CC=C1 ((methoxymethyl) triphenyl phosphonium chloride), ClC1=C(C(=NC=C1)C(=O)C1CC1)OC ((4-chloro-3-methoxy-2-pyridyl)cyclopropylketone), C1(=CC=CC=C1)[Li] (phenyllithium). Run in CCOCC (ether), CCOCC (ether). Conditions: time 15 minute. The product is ClC1=C(C(=NC=C1)C(=COC)C1CC1)OC (2-(4-chloro-3-methoxy-2-pyridyl)-2-cyclopropyl-1-methoxyethene). Isolated yield 43.6%. As a reaction SMILES: [Cl-].[CH3:2][O:3][CH2:4][P+](C1C=CC=CC=1)(C1C=CC=CC=1)C1C=CC=CC=1.C1([Li])C=CC=CC=1.[Cl:31][C:32]1[CH:37]=[CH:36][N:35]=[C:34]([C:38]([CH:40]2[CH2:42][CH2:41]2)=O)[C:33]=1[O:43][CH3:44]>CCOCC>[Cl:31][C:32]1[CH:37]=[CH:36][N:35]=[C:34]([C:38]([CH:40]2[CH2:42][CH2:41]2)=[CH:2][O:3][CH3:4])[C:33]=1[O:43][CH3:44] |f:0.1|. Reported procedure: 30.78 g of (methoxymethyl) triphenyl phosphonium chloride is suspended in 300 ml of anhydrous ether and 102 ml of phenyllithium (0.88 M) was dropped thereto and the resulting mixture was stirred at a room temperature for 15 minutes. 210 ml of ether solution of 18.10 g of (4-chloro-3-methoxy-2-pyridyl)cyclopropylketone (X) was dropped thereto and was stirred at a room temperature for 12 hours. The resulting residue was separated by filtering and washed with ether, and thereafter, the ether filtra... The reactants are CON(C(=O)C1=CC=C(C=C1)C1=CC=C(C=C1)C)C (N-methoxy-N-methyl-4'-methyl-4-biphenylcarboxamide), BrN1C(CCC1=O)=O (N-bromosuccinimide). The reagents and catalysts are C(N(C)C)#N (azaisobutyronitrile). Run in C(Cl)Cl (methylene chloride), C(Cl)(Cl)(Cl)Cl (carbon tetrachloride). Product: BrCC1=CC=C(C=C1)C1=CC=C(C=C1)C(=O)N(C)OC (4'-bromomethyl-N-methoxy-N-methyl-4-biphenylcarboxamide). The yield is 78.3%. Reaction SMILES: [CH3:1][O:2][N:3]([CH3:19])[C:4]([C:6]1[CH:11]=[CH:10][C:9]([C:12]2[CH:17]=[CH:16][C:15]([CH3:18])=[CH:14][CH:13]=2)=[CH:8][CH:7]=1)=[O:5].[Br:20]N1C(=O)CCC1=O>C(Cl)(Cl)(Cl)Cl.C(Cl)Cl.C(#N)N(C)C>[Br:20][CH2:18][C:15]1[CH:16]=[CH:17][C:12]([C:9]2[CH:10]=[CH:11][C:6]([C:4]([N:3]([O:2][CH3:1])[CH3:19])=[O:5])=[CH:7][CH:8]=2)=[CH:13][CH:14]=1. Procedure details: 4 g of N-methoxy-N-methyl-4'-methyl-4-biphenylcarboxamide, 3.34 g of N-bromosuccinimide and 0.02 g of azaisobutyronitrile in 50 mL of carbon tetrachloride were heated to boiling under reflux for 18 hours. The reaction mixture was diluted with 50 mL of methylene chloride and washed twice with 50 mL of water each time and once with 50 mL of saturated sodium chloride solution. The organic phases were dried over magnesium sulphate and concentrated. The residue was recrystallized from ethyl acetate. ... The reactants are CI, COc1ccc(CC(=O)c2ccc3c(c2)N(C)C(=O)CO3)c(Cl)c1, [H-], [Na+], C1CCOC1. The product is COc1ccc(C(C)C(=O)c2ccc3c(c2)N(C)C(=O)CO3)c(Cl)c1. As a reaction SMILES: [CH3:27][I:28].[Cl:1][c:2]1[c:3]([CH2:10][C:11](=[O:12])[c:13]2[cH:14][cH:15][c:16]3[c:17]([cH:24]2)[N:18]([CH3:23])[C:19](=[O:22])[CH2:20][O:21]3)[cH:4][cH:5][c:6]([O:8][CH3:9])[cH:7]1.[H-:25].[Na+:26].[O:29]1[CH2:30][CH2:31][CH2:32][CH2:33]1>>[Cl:1][c:2]1[c:3]([CH:10]([C:11](=[O:12])[c:13]2[cH:14][cH:15][c:16]3[c:17]([cH:24]2)[N:18]([CH3:23])[C:19](=[O:22])[CH2:20][O:21]3)[CH3:27])[cH:4][cH:5][c:6]([O:8][CH3:9])[cH:7]1. The reactants are trans-cyclohexanediamine, IC1=CC=CC=C1 (iodobenzene), BrC=1C(=CC=2CC3=CC=CC=C3C2C1)N (3-bromo-9H-fluoren-2-ylamine), P(=O)([O-])([O-])[O-].[K+].[K+].[K+] (potassium phosphate). Reagents/catalysts: [Cu]I (copper(I) iodide). Solvent: O1CCOCC1 (dioxane). The product is BrC=1C(=CC=2CC3=CC=CC=C3C2C1)N(C1=CC=CC=C1)C1=CC=CC=C1 ((3-Bromo-9H-fluoren-2-yl)diphenylamine). RXN SMILES: I[C:2]1[CH:7]=[CH:6][CH:5]=[CH:4][CH:3]=1.[Br:8][C:9]1[C:10]([NH2:22])=[CH:11][C:12]2[CH2:13][C:14]3[C:19]([C:20]=2[CH:21]=1)=[CH:18][CH:17]=[CH:16][CH:15]=3.P([O-])([O-])([O-])=O.[K+].[K+].[K+]>O1CCOCC1.[Cu]I>[Br:8][C:9]1[C:10]([N:22]([C:2]2[CH:7]=[CH:6][CH:5]=[CH:4][CH:3]=2)[C:2]2[CH:7]=[CH:6][CH:5]=[CH:4][CH:3]=2)=[CH:11][C:12]2[CH2:13][C:14]3[C:19]([C:20]=2[CH:21]=1)=[CH:18][CH:17]=[CH:16][CH:15]=3 |f:2.3.4.5|. Procedure: 8.0 g (42.2 mmol) of copper(I) iodide and 11.7 ml (97.5 mmol) of trans-cyclohexanediamine are added to a vigorously stirred suspension of 47.7 g (234 mmol) of iodobenzene, 26 g (100 mmol) of 3-bromo-9H-fluoren-2-ylamine and 416.4 g (1961 mmol) of potassium phosphate in 1170 ml of dioxane, and the mixture is heated under reflux for 16 h. After cooling, the precipitated solid is filtered off with suction, washed three times with 50 ml of toluene, three times with 50 ml of ethanol:water (1:1, v:v) ... The reactants are C(C)(C)(C)OC(=O)N1CC2=CC(=CC=C2C(C1)(C)C)NC(C1=C(C=CC=C1)N)=O (7-(2-amino-benzoylamino)-4,4-dimethyl-3,4-dihydro-1H-isoquinoline-2-carboxylic acid tert-butyl ester), NC1=NC=CC(=N1)C(C)=O (1-(2-amino-pyrimidin-4-yl)-ethanone), [BH-](OC(=O)C)(OC(=O)C)OC(=O)C.[Na+] (NaBH(OAc)3). Reagents/catalysts: CC(=O)O (HOAc). The solvent is C1(=CC=CC=C1)C (toluene). Reaction conditions: temperature 95 celsius, time 3 hour. Product: NC1=NC=CC(=N1)C(C)NC1=C(C(=O)NC2=CC=C3C(CN(CC3=C2)C(=O)OC(C)(C)C)(C)C)C=CC=C1 (tert-Butyl 7-{2-[1-(2-Amino-pyrimidin-4-yl)-ethylamino]-benzoylamino}-4,4-dimethyl-3,4-dihydro-1H-isoquinoline-2-carboxylate). Reaction SMILES: [NH2:1][C:2]1[N:7]=[C:6]([C:8](=O)[CH3:9])[CH:5]=[CH:4][N:3]=1.[C:11]([O:15][C:16]([N:18]1[CH2:27][C:26]([CH3:29])([CH3:28])[C:25]2[C:20](=[CH:21][C:22]([NH:30][C:31](=[O:39])[C:32]3[CH:37]=[CH:36][CH:35]=[CH:34][C:33]=3[NH2:38])=[CH:23][CH:24]=2)[CH2:19]1)=[O:17])([CH3:14])([CH3:13])[CH3:12].[BH-](OC(C)=O)(OC(C)=O)OC(C)=O.[Na+]>C1(C)C=CC=CC=1.CC(O)=O>[NH2:1][C:2]1[N:7]=[C:6]([CH:8]([NH:38][C:33]2[CH:34]=[CH:35][CH:36]=[CH:37][C:32]=2[C:31]([NH:30][C:22]2[CH:21]=[C:20]3[C:25]([C:26]([CH3:28])([CH3:29])[CH2:27][N:18]([C:16]([O:15][C:11]([CH3:14])([CH3:12])[CH3:13])=[O:17])[CH2:19]3)=[CH:24][CH:23]=2)=[O:39])[CH3:9])[CH:5]=[CH:4][N:3]=1 |f:2.3|. Procedure: To a solution of 1-(2-amino-pyrimidin-4-yl)-ethanone (Step B, 200 mg, 1.46 mmol) in toluene (15 mL) was added, 7-(2-amino-benzoylamino)-4,4-dimethyl-3,4-dihydro-1H-isoquinoline-2-carboxylic acid tert-butyl ester (Example 15, Step A)(288 mg, 0.73 mmol), and HOAc (3 drops). The resulting mixture was heated at 95° C. under N2 for 20 h. The reaction was cooled to RT and NaBH(OAc)3 (620 mg, 2.92 mmol) was added and reheated for 3 h. The reaction was cooled to RT, quenched with Na2CO3 solution (2 M, 5... The reactants are C(C)(C)(C)OC(CC(CC(CCC=1N(N=C(C1C(C)C)C(NCC1=CC=CC=C1)=O)C1=CC=C(C=C1)F)O)O)=O (7-[5-benzylcarbamoyl-2-(4-fluoro-phenyl)-4-isopropyl-2H-pyrazol-3-yl]-3,5-dihydroxy-heptanoic acid tert-butyl ester), [OH-].[Na+] (NaOH). Run in CO (MeOH). Run at temperature 25 celsius, time 48 hour. The product is [Na+].C(C1=CC=CC=C1)NC(=O)C=1C(=C(N(N1)C1=CC=C(C=C1)F)CC[C@H](C[C@H](CC(=O)[O-])O)O)C(C)C ((3R,5R)-7-[5-benzylcarbamoyl-2-(4-fluoro-phenyl)-4-isopropyl-2H-pyrazol-3-yl]-3,5-dihydroxy-heptanoic acid sodium salt). Isolated yield 94.0%. As a reaction SMILES: C([O:5][C:6](=[O:40])[CH2:7][CH:8]([OH:39])[CH2:9][CH:10]([OH:38])[CH2:11][CH2:12][C:13]1[N:14]([C:31]2[CH:36]=[CH:35][C:34]([F:37])=[CH:33][CH:32]=2)[N:15]=[C:16]([C:21](=[O:30])[NH:22][CH2:23][C:24]2[CH:29]=[CH:28][CH:27]=[CH:26][CH:25]=2)[C:17]=1[CH:18]([CH3:20])[CH3:19])(C)(C)C.[OH-].[Na+:42]>CO>[Na+:42].[CH2:23]([NH:22][C:21]([C:16]1[C:17]([CH:18]([CH3:20])[CH3:19])=[C:13]([CH2:12][CH2:11][C@@H:10]([OH:38])[CH2:9][C@@H:8]([OH:39])[CH2:7][C:6]([O-:40])=[O:5])[N:14]([C:31]2[CH:36]=[CH:35][C:34]([F:37])=[CH:33][CH:32]=2)[N:15]=1)=[O:30])[C:24]1[CH:25]=[CH:26][CH:27]=[CH:28][CH:29]=1 |f:1.2,4.5|. Reported procedure: To a solution of 7-[5-benzylcarbamoyl-2-(4-fluoro-phenyl)-4-isopropyl-2H-pyrazol-3-yl]-3,5-dihydroxy-heptanoic acid tert-butyl ester (0.103 g, 0.186 mmol) in MeOH (5 mL) was added 1.0 N NaOH (0.190 mL, 0.195 mmol; commercially available from Sigma Aldrich) and the reaction was stirred at 25° C. for 48 hr after which time the reaction was solvent was removed under reduced pressure. The resulting solid was then azeotroped toluene (3×100 mL) and triturated with diethyl ether to provide a light yell...